Task: describe an organic reaction: reactants, conditions, products, and yield. Dataset: the Open Reaction Database (ORD), a public repository of structured organic reaction records Starting materials: ClC1=CC2=C(N3C(S2)=NC=C(C3=O)C(=O)OCC)C=C1 (ethyl 8-chloro-4-oxo-4H-pyrimido[2,1-b]benzthiazole-3-carboxylate), SC1=C(C=CC(=C1)Cl)N1C(NC=C(C1=O)C(=O)O)=O (1-(2-mercapto-4-chlorophenyl)-5-carboxypyrimidine-2,6-dione). Product: ClC1=CC2=C(N3C(S2)=C(C=NC3=O)C(=O)O)C=C1 (7-chloro-1-oxo-1H-pyrimido-[6,1-b]benzthiazole-4-carboxylic acid). Isolated yield 60.0%. Reaction SMILES: ClC1C=CC2N3C(=O)C(C(OCC)=O)=CN=C3SC=2C=1.[SH:21][C:22]1[CH:27]=[C:26]([Cl:28])[CH:25]=[CH:24][C:23]=1[N:29]1[C:34](=O)[C:33]([C:36]([OH:38])=[O:37])=[CH:32][NH:31][C:30]1=[O:39]>>[Cl:28][C:26]1[CH:25]=[CH:24][C:23]2[N:29]3[C:30](=[O:39])[N:31]=[CH:32][C:33]([C:36]([OH:38])=[O:37])=[C:34]3[S:21][C:22]=2[CH:27]=1. Procedure: from ethyl 8-chloro-4-oxo-4H-pyrimido[2,1-b]benzthiazole-3-carboxylate, via 1-(2-mercapto-4-chlorophenyl)-5-carboxypyrimidine-2,6-dione, 7-chloro-1-oxo-1H-pyrimido-[6,1-b]benzthiazole-4-carboxylic acid (yield 60% of theory; m.p. 264°-265° C.).